From a dataset of the Open Reaction Database (ORD), a public repository of structured organic reaction records. describe an organic reaction: reactants, conditions, products, and yield Starting materials: NC1=C2C(N(C(C2=CC=C1)=O)C1C(NC(CC1)=O)=O)=O (4-amino-2-(2,6-dioxo(3-piperidyl))isoindoline-1,3-dione), C(CC)(=O)Cl (propanoyl chloride). Run in C1CCOC1 (THF). Product: O=C1NC(CCC1N1C(C2=CC=CC(=C2C1=O)NC(CC)=O)=O)=O (N-[2-(2,6-dioxo(3-piperidyl))-1,3-dioxoisoindolin-4-yl]propanamide). Isolated yield 88.1%. RXN SMILES: [NH2:1][C:2]1[CH:10]=[CH:9][CH:8]=[C:7]2[C:3]=1[C:4](=[O:20])[N:5]([CH:12]1[CH2:17][CH2:16][C:15](=[O:18])[NH:14][C:13]1=[O:19])[C:6]2=[O:11].[C:21](Cl)(=[O:24])[CH2:22][CH3:23]>C1COCC1>[O:19]=[C:13]1[CH:12]([N:5]2[C:4](=[O:20])[C:3]3[C:7](=[CH:8][CH:9]=[CH:10][C:2]=3[NH:1][C:21](=[O:24])[CH2:22][CH3:23])[C:6]2=[O:11])[CH2:17][CH2:16][C:15](=[O:18])[NH:14]1. Procedure: To a stirred suspension of 4-amino-2-(2,6-dioxo(3-piperidyl))isoindoline-1,3-dione (0.55 g, 2.0 mmol) in THF (30 ml) was added propanoyl chloride (0.37 g, 4.0 mmol). The mixture was heated to reflux for 18 hours. The solvent was evaporated in vacuo and the resulting solid was slurried in diethyl ether (20 ml) and filtered to give 0.58 g (88%) of product as an off-white solid: mp 221–223° C.; 1H NMR (DMSO-d6) δ 11.15 (s, 1H), 9.65 (s, 1H), 8.50 (d, J=8.3 Hz, 1H), 7.83 (t, J=7.6 Hz, 1H), 7.60 (d, ... Starting materials: FC1=CC=C(C=C1)C1CCC(N1S(=O)(=O)C1=CC=C(C=C1)C)C(=O)O ((2RS,5SR)-5-(4-fluoro-phenyl)-1-(toluene-4-sulfonyl)-pyrrolidine-2-carboxylic acid), S(=O)(Cl)Cl (thionyl chloride). Solvent: C1(=CC=CC=C1)C (toluene). Conditions: temperature 80 celsius, time 1.5 hour. Yields the product FC1=CC=C(C=C1)C1CCC(N1S(=O)(=O)C1=CC=C(C=C1)C)C(=O)Cl ((2RS,5SR)-5-(4-fluoro-phenyl)-1-(toluene-4-sulfonyl)-pyrrolidine-2-carboxylic chloride). RXN SMILES: [F:1][C:2]1[CH:7]=[CH:6][C:5]([CH:8]2[N:12]([S:13]([C:16]3[CH:21]=[CH:20][C:19]([CH3:22])=[CH:18][CH:17]=3)(=[O:15])=[O:14])[CH:11]([C:23]([OH:25])=O)[CH2:10][CH2:9]2)=[CH:4][CH:3]=1.S(Cl)([Cl:28])=O>C1(C)C=CC=CC=1>[F:1][C:2]1[CH:7]=[CH:6][C:5]([CH:8]2[N:12]([S:13]([C:16]3[CH:21]=[CH:20][C:19]([CH3:22])=[CH:18][CH:17]=3)(=[O:15])=[O:14])[CH:11]([C:23]([Cl:28])=[O:25])[CH2:10][CH2:9]2)=[CH:4][CH:3]=1. Reported procedure: To a stirred suspension of (2RS,5SR)-5-(4-fluoro-phenyl)-1-(toluene-4-sulfonyl)-pyrrolidine-2-carboxylic acid (4.05 g, 11.1 mmol) in toluene (60 ml) was added thionyl chloride (1.21 ml, 16.7 mmol) and the mixture was stirred at 80° C. for 1.5 h. Evaporation of the solvent yielded (2RS,5SR)-5-(4-fluoro-phenyl)-1-(toluene-4-sulfonyl)-pyrrolidine-2-carboxylic chloride as a light brown solid. The reactants are CN(C)S(=O)(=O)Cl, CC#N, Nc1nc2ccccc2[nH]1, [Na+], [OH-], O. Product: CN(C)S(=O)(=O)n1c(N)nc2ccccc21. Reaction SMILES: [CH3:16][N:17]([S:18](=[O:19])(=[O:20])[Cl:21])[CH3:22].[CH3:3][C:4]#[N:5].[NH2:6][c:7]1[n:8][c:9]2[cH:10][cH:11][cH:12][cH:13][c:14]2[nH:15]1.[Na+:2].[OH-:1].[OH2:23]>>[NH2:6][c:7]1[n:8]([S:18]([N:17]([CH3:16])[CH3:22])(=[O:19])=[O:20])[c:9]2[cH:10][cH:11][cH:12][cH:13][c:14]2[n:15]1. The reactants are OCC([N+](=O)[O-])(CO)CO (tris(hydroxymethyl)nitromethane), C(C)OC=C (ethylvinyl ether). The reagents and catalysts are Cl (HCl). Solvent: C(C)#N (acetonitrile). Product: CC1OCC(CO1)([N+](=O)[O-])CO (2-methyl-5-hydroxymethyl-5-nitro-1,3-dioxane). Yield: 86.0%. Reaction SMILES: [OH:1][CH2:2][C:3]([CH2:9][OH:10])([CH2:7][OH:8])[N+:4]([O-:6])=[O:5].[CH2:11](OC=C)[CH3:12]>Cl.C(#N)C>[CH3:11][CH:12]1[O:8][CH2:7][C:3]([CH2:9][OH:10])([N+:4]([O-:6])=[O:5])[CH2:2][O:1]1. Procedure: Following the procedure 2(A) described in this application, to a 100 ml round bottom flask equipped with a stir bar and reflux condenser topped with a nitrogen inlet was added 5 g (0.03 mol) tris(hydroxymethyl)nitromethane, 2.86 g (0.04 mol) ethylvinyl ether, 50 ml acetonitrile and 5 drops concentrated HCl. The reaction was heated to 35°-40° C. for 4 hours. After cooling to room temperature the volatiles were removed to give the product, 2-methyl-5-hydroxymethyl-5-nitro-1,3-dioxane, in 86% yield... The reactants are ClC1=C(C(=C(C=C1OC)OC)Cl)C1=NC=C2C(=N1)NN=C2I (6-(2,6-dichloro-3,5-dimethoxyphenyl)-3-iodo-1H-pyrazolo[3,4-d]pyrimidine), CN1C(C2=CC=C(C=C2CC1)B1OC(C(O1)(C)C)(C)C)=O (2-methyl-6-(4,4,5,5-tetramethyl-1,3,2-dioxaborolan-2-yl)-3,4-dihydroisoquinolin-1(2H)-one). The product is ClC1=C(C(=C(C=C1OC)OC)Cl)C1=NC=C2C(=N1)NN=C2C=2C=C1CCN(C(C1=CC2)=O)C (6-[6-(2,6-dichloro-3,5-dimethoxyphenyl)-1H-pyrazolo[3,4-d]pyrimidin-3-yl]-2-methyl-3,4-dihydroisoquinolin-1(2H)-one). Reaction SMILES: [Cl:1][C:2]1[C:7]([O:8][CH3:9])=[CH:6][C:5]([O:10][CH3:11])=[C:4]([Cl:12])[C:3]=1[C:13]1[N:18]=[C:17]2[NH:19][N:20]=[C:21](I)[C:16]2=[CH:15][N:14]=1.[CH3:23][N:24]1[CH2:33][CH2:32][C:31]2[C:26](=[CH:27][CH:28]=[C:29](B3OC(C)(C)C(C)(C)O3)[CH:30]=2)[C:25]1=[O:43]>>[Cl:1][C:2]1[C:7]([O:8][CH3:9])=[CH:6][C:5]([O:10][CH3:11])=[C:4]([Cl:12])[C:3]=1[C:13]1[N:18]=[C:17]2[NH:19][N:20]=[C:21]([C:29]3[CH:30]=[C:31]4[C:26](=[CH:27][CH:28]=3)[C:25](=[O:43])[N:24]([CH3:23])[CH2:33][CH2:32]4)[C:16]2=[CH:15][N:14]=1. Procedure: This compound was prepared by using procedures analogous to those described for the synthesis of Example 8, Step 2 starting from 6-(2,6-dichloro-3,5-dimethoxyphenyl)-3-iodo-1H-pyrazolo[3,4-d]pyrimidine and 2-methyl-6-(4,4,5,5-tetramethyl-1,3,2-dioxaborolan-2-yl)-3,4-dihydroisoquinolin-1(2H)-one. LCMS (M+H)+=484.1/486.0. Reactants: [N+](=O)([O-])C1=CC=C(OC2=CNC(C=C2)=O)C=C1 (3-(4-nitro-phenoxy)-1H-pyridin-6-one). The reagents and catalysts are [Ni] (Raney Nickel). Run in CN1CCN(C1=O)C (DMEU). The product is NC1=CC=C(OC2=CNC(C=C2)=O)C=C1 (3-(4-amino-phenoxy)-1H-pyridin-6-one). Reaction SMILES: [N+:1]([C:4]1[CH:17]=[CH:16][C:7]([O:8][C:9]2[CH:14]=[CH:13][C:12](=[O:15])[NH:11][CH:10]=2)=[CH:6][CH:5]=1)([O-])=O>CN1C(=O)N(C)CC1.[Ni]>[NH2:1][C:4]1[CH:17]=[CH:16][C:7]([O:8][C:9]2[CH:14]=[CH:13][C:12](=[O:15])[NH:11][CH:10]=2)=[CH:6][CH:5]=1. Procedure details: Hydrogenation of 3-(4-nitro-phenoxy)-1H-pyridin-6-one (Stage 93.2; 464 mg, 2.0 mmol) in DMEU (10 ml) in the presence of Raney Nickel (100 mg) affords after filtration and concentration of the filtrate the title compound: 1H-NMR (DMSO-d6): 11.2 (s, HN), 7.25 (dd, 1H), 7.11 (d, 1H), 6.68 (d, 2H), 6.51 (d, 2H), 6.35 (d, 1H), 4.87 (s, H2N). Yields the product BrCCCCCN1C(C2=CC=CC=3C2=C(C1=O)C=CC3)=O (2-(5-bromopentyl)-1H-benz[de]isoquinoline-1,3(2H)-dione). The reactants are Cl.N1=C(C=CC=C1)N1CCN(CC1)CCCCN1C(C2=CC=CC=3C2=C(C1=O)C=CC3)=O (2-[4-[4-(2-Pyridinyl)-1-piperazinyl]butyl]-1H-benz[de]-isoquinoline-1,3-(2H)-dione, hydrochloride), BrCCCCCBr (1,5-dibromopentane), BrCCCCBr (1,4-dibromobutane). Reported procedure: Following the procedure of part (a) of example 46 but substituting 1,5-dibromopentane for the 1,4-dibromobutane, one obtains 2-(5-bromopentyl)-1H-benz[de]isoquinoline-1,3(2H)-dione; m.p. 113°-115°. As a reaction SMILES: Cl.N1C=CC=CC=1N1CCN([CH2:14][CH2:15][CH2:16][CH2:17][N:18]2[C:27](=[O:28])[C:26]3[CH:29]=[CH:30][CH:31]=[C:24]4[C:25]=3[C:20](=[CH:21][CH:22]=[CH:23]4)[C:19]2=[O:32])CC1.[Br:33][CH2:34]CCCCBr.BrCCCCBr>>[Br:33][CH2:34][CH2:14][CH2:15][CH2:16][CH2:17][N:18]1[C:27](=[O:28])[C:26]2[CH:29]=[CH:30][CH:31]=[C:24]3[C:25]=2[C:20](=[CH:21][CH:22]=[CH:23]3)[C:19]1=[O:32] |f:0.1|.